This data is from the Open Reaction Database (ORD), a public repository of structured organic reaction records. The task is: describe an organic reaction: reactants, conditions, products, and yield Starting materials: CCOC(C)=O, CC(C)(C)OC(=O)C1(C(=O)NC2CCCCC2)CC2CCN=C3C=CC=CC32S1, Cl. Yields the product O=C(NC1CCCCC1)C1CC2CCN=C3C=CC=CC32S1, Cl. RXN SMILES: [CH3:31][CH2:32][O:33][C:34](=[O:35])[CH3:36].[CH:1]1([NH:7][C:8](=[O:9])[C:10]2([C:23]([O:24][C:25]([CH3:26])([CH3:27])[CH3:28])=[O:29])[CH2:11][CH:12]3[C:13]4([C:14](=[N:15][CH2:16][CH2:17]3)[CH:18]=[CH:19][CH:20]=[CH:21]4)[S:22]2)[CH2:2][CH2:3][CH2:4][CH2:5][CH2:6]1.[ClH:30]>>[CH:1]1([NH:7][C:8](=[O:9])[CH:10]2[CH2:11][CH:12]3[C:13]4([C:14](=[N:15][CH2:16][CH2:17]3)[CH:18]=[CH:19][CH:20]=[CH:21]4)[S:22]2)[CH2:2][CH2:3][CH2:4][CH2:5][CH2:6]1.[ClH:30]. The reactants are C(CN)N (Ethylenediamine), aqueous solution, [OH-].[Na+] (sodium hydroxide), N1=C(C=NC=C1)CCl (pyrazinylmethyl chloride). Solvent: C(C)#N (acetonitrile). Conditions: time 1 hour. The product is N1=C(C=NC=C1)CNCCN (N-(pyrazinylmethyl)ethylenediamine). The yield is 92.3%. Reaction SMILES: [CH2:1]([NH2:4])[CH2:2][NH2:3].[N:5]1[CH:10]=[CH:9][N:8]=[CH:7][C:6]=1[CH2:11]Cl.[OH-].[Na+]>C(#N)C>[N:5]1[CH:10]=[CH:9][N:8]=[CH:7][C:6]=1[CH2:11][NH:3][CH2:2][CH2:1][NH2:4] |f:2.3|. Reported procedure: Ethylenediamine (30 g) was dissolved in acetonitrile (200 ml), and pyrazinylmethyl chloride (12.9 g) was added dropwise to this solution at 5° to 10° C. After addition, the mixture was stirred at room temperature for 1 hour. Then, a 50% aqueous solution of sodium hydroxide (8 g) was added, and thereafter, volatile materials were removed at a bath temperature of 60° C. under 5 mmHg. The inorganic salt was then removed by filtration. Thus, N-(pyrazinylmethyl)ethylenediamine (14.1 g) was obtained a... Starting materials: CCCCCCCCCCCCCCN=C=S, Cl, Nc1cc(Cl)sc1S(N)(=O)=O. Yields the product CCCCCCCCCCCCCCNC1=NS(=O)(=O)c2sc(Cl)cc2N1. As a reaction SMILES: [CH2:13]([CH2:14][CH2:15][CH2:16][CH2:17][CH2:18][CH2:19][CH2:20][CH2:21][CH2:22][CH2:23][CH2:24][CH2:25][CH3:26])[N:27]=[C:28]=[S:29].[ClH:1].[NH2:2][c:3]1[c:4]([S:9](=[O:10])(=[O:11])[NH2:12])[s:5][c:6]([Cl:8])[cH:7]1>>[NH:2]1[c:3]2[c:4]([s:5][c:6]([Cl:8])[cH:7]2)[S:9](=[O:10])(=[O:11])[N:12]=[C:28]1[NH:27][CH2:13][CH2:14][CH2:15][CH2:16][CH2:17][CH2:18][CH2:19][CH2:20][CH2:21][CH2:22][CH2:23][CH2:24][CH2:25][CH3:26]. Starting materials: C([O-])([O-])=O.[K+].[K+] (potassium carbonate), BrCC(=O)OCC (ethyl bromoacetate), C(C)OC(=O)C=1SC(=CC1O)Cl (2-ethoxycarbonyl-3-hydroxy-5-chloro-thiophene). Run in C(C)C(=O)C (methyl ethyl ketone). Reaction conditions: temperature 30 celsius. Yields the product C(C)OC(=O)C=1SC(=CC1OCC(=O)OCC)Cl (ethyl (2-ethoxycarbonyl-5-chloro-3-thienyl)-oxyacetate). The yield is 101.5%. Reaction SMILES: C(=O)([O-])[O-].[K+].[K+].Br[CH2:8][C:9]([O:11][CH2:12][CH3:13])=[O:10].[CH2:14]([O:16][C:17]([C:19]1[S:20][C:21]([Cl:25])=[CH:22][C:23]=1[OH:24])=[O:18])[CH3:15]>C(C(C)=O)C>[CH2:14]([O:16][C:17]([C:19]1[S:20][C:21]([Cl:25])=[CH:22][C:23]=1[O:24][CH2:8][C:9]([O:11][CH2:12][CH3:13])=[O:10])=[O:18])[CH3:15] |f:0.1.2|. Procedure details: 1.07 g of potassium carbonate and 1.3 g of ethyl bromoacetate were added to a solution of 1.6 g of the product of Step A in 50 ml of methyl ethyl ketone and the mixture was refluxed for an hour and was cooled to 30° C. The mixture was filtered and the filtrate was evaporated to dryness. The residue was taken up in ethyl acetate and the solution was washed with water, dried and evaporated to dryness to obtain 2.3 g of ethyl (2-ethoxycarbonyl-5-chloro-3-thienyl)-oxyacetate. Starting materials: NC1=C2N=C(N(C2=NC(=N1)OCCCCC)CC1=CC=CC=C1)OC (6-Amino-9-benzyl-8-methoxy-2-pentoxypurine), N (ammonia). Solvent: Cl (hydrochloric acid). Product: NC1=C2N=C(N(C2=NC(=N1)OCCCCC)CC1=CC=CC=C1)O (6-Amino-9-benzyl-8-hydroxy-2-pentoxypurine). Yield: 86.2%. RXN SMILES: [NH2:1][C:2]1[N:10]=[C:9]([O:11][CH2:12][CH2:13][CH2:14][CH2:15][CH3:16])[N:8]=[C:7]2[C:3]=1[N:4]=[C:5]([O:24]C)[N:6]2[CH2:17][C:18]1[CH:23]=[CH:22][CH:21]=[CH:20][CH:19]=1.N>Cl>[NH2:1][C:2]1[N:10]=[C:9]([O:11][CH2:12][CH2:13][CH2:14][CH2:15][CH3:16])[N:8]=[C:7]2[C:3]=1[N:4]=[C:5]([OH:24])[N:6]2[CH2:17][C:18]1[CH:23]=[CH:22][CH:21]=[CH:20][CH:19]=1. Procedure: 6-Amino-9-benzyl-8-methoxy-2-pentoxypurine (40 mg, 0.117 mmol) in concentrated hydrochloric acid (20 ml) was stirred for 12 hours at room temperature. The reaction mixture was made basic with 28% aqueous ammonia. The resulting crystals were filtered and washed with water to give the subject compound (33 mg, yield 86%). The reactants are [C-]#N, CCO, CCC(=O)c1ccccc1, [Cl-], [K+], [NH4+], [NH4+], [OH-]. Product: CCC(N)(C#N)c1ccccc1. RXN SMILES: [C-:11]#[N:12].[CH3:18][CH2:19][OH:20].[CH3:1][CH2:2][C:3](=[O:4])[c:5]1[cH:6][cH:7][cH:8][cH:9][cH:10]1.[Cl-:14].[K+:13].[NH4+:15].[NH4+:17].[OH-:16]>>[CH3:1][CH2:2][C:3]([c:5]1[cH:6][cH:7][cH:8][cH:9][cH:10]1)([C:11]#[N:12])[NH2:15]. The reactants are CC(C)O, Cc1cccc(COc2ccc(N)cc2Cl)n1, Clc1ncnc2sc3c(c12)CCC1(C3)OCCO1, Cl, C1COCCO1. Product: Cc1cccc(COc2ccc(Nc3ncnc4sc5c(c34)CCC3(C5)OCCO3)cc2Cl)n1. RXN SMILES: [CH:1]([OH:2])([CH3:3])[CH3:4].[Cl:23][c:24]1[cH:25][c:26]([NH2:27])[cH:28][cH:29][c:30]1[O:31][CH2:32][c:33]1[n:34][c:35]([CH3:39])[cH:36][cH:37][cH:38]1.[Cl:5][c:6]1[c:7]2[c:8]([n:9][cH:10][n:11]1)[s:12][c:13]1[c:14]2[CH2:15][CH2:16][C:17]2([CH2:18]1)[O:19][CH2:20][CH2:21][O:22]2.[ClH:40].[O:41]1[CH2:42][CH2:43][O:44][CH2:45][CH2:46]1>>[c:6]1([NH:27][c:26]2[cH:25][c:24]([Cl:23])[c:30]([O:31][CH2:32][c:33]3[n:34][c:35]([CH3:39])[cH:36][cH:37][cH:38]3)[cH:29][cH:28]2)[c:7]2[c:8]([n:9][cH:10][n:11]1)[s:12][c:13]1[c:14]2[CH2:15][CH2:16][C:17]2([CH2:18]1)[O:19][CH2:20][CH2:21][O:22]2.